Dataset: the Open Reaction Database (ORD), a public repository of structured organic reaction records. Task: describe an organic reaction: reactants, conditions, products, and yield The reactants are oily product, IC1=C2N=CNC2=NC=N1 (6-iodo-9H-purine), C[Si](C)(C)CCOCCl (trimethylsilylethoxymethyl chloride), [H-].[Na+] (sodium hydride). Solvent: CN(C)C=O (DMF). The product is IC1=C2N=CN(C2=NC=N1)COCC[Si](C)(C)C (6-Iodo-9-(2-trimethylsilanyl-ethoxymethyl)-9H-purine). RXN SMILES: [I:1][C:2]1[N:10]=[CH:9][N:8]=[C:7]2[C:3]=1[N:4]=[CH:5][NH:6]2.[H-].[Na+].[CH3:13][Si:14]([CH2:17][CH2:18][O:19][CH2:20]Cl)([CH3:16])[CH3:15]>CN(C=O)C>[I:1][C:2]1[N:10]=[CH:9][N:8]=[C:7]2[C:3]=1[N:4]=[CH:5][N:6]2[CH2:20][O:19][CH2:18][CH2:17][Si:14]([CH3:16])([CH3:15])[CH3:13] |f:1.2|. Procedure: 405 mg (1.65 mmol) of 6-iodo-9H-purine was dissolved in 2 mL DMF. 72 mg (1.81 mmol) of 60% sodium hydride was added followed by 320 μL (1.81 mmol) of trimethylsilylethoxymethyl chloride. Yield: 343 mg of an oily product. The product is O=C(Nc1nc(-c2ccco2)c(C(=O)c2ccncn2)s1)c1ccncc1. Reaction SMILES: [CH2:11]([Li:12])[CH2:13][CH2:14][CH3:15].[CH2:55]1[O:56][CH2:57][CH2:58][CH2:59]1.[CH3:16][CH2:17][CH2:18][CH2:19][CH2:20][CH3:21].[CH3:1][C:2]1([CH3:3])[CH2:4][CH2:5][CH2:6][C:7]([CH3:8])([CH3:9])[NH:10]1.[Cl-:53].[NH4+:54].[cH:47]1[cH:48][n:49][cH:50][n:51][cH:52]1.[o:22]1[c:23](-[c:27]2[n:28][c:29]([NH:38][C:39](=[O:40])[c:41]3[cH:42][cH:43][n:44][cH:45][cH:46]3)[s:30][c:31]2[C:32]([N:33]([O:34][CH3:35])[CH3:36])=[O:37])[cH:24][cH:25][cH:26]1>>[o:22]1[c:23](-[c:27]2[n:28][c:29]([NH:38][C:39](=[O:40])[c:41]3[cH:42][cH:43][n:44][cH:45][cH:46]3)[s:30][c:31]2[C:32](=[O:37])[c:48]2[cH:47][cH:52][n:51][cH:50][n:49]2)[cH:24][cH:25][cH:26]1. Starting materials: [Li]CCCC, C1CCOC1, CCCCCC, CC1(C)CCCC(C)(C)N1, [Cl-], [NH4+], c1cncnc1, CON(C)C(=O)c1sc(NC(=O)c2ccncc2)nc1-c1ccco1. The reactants are O=C(Cl)C=Cc1ccccc1, CCOCC, CC(=O)CC(C)=O, Cl[Sn]Cl. The product is CC(=O)C=C(C)[Sn](Cl)(Cl)Cl. As a reaction SMILES: [C:11](=[O:12])([CH:13]=[CH:14][c:15]1[cH:16][cH:17][cH:18][cH:19][cH:20]1)[Cl:21].[CH3:22][CH2:23][O:24][CH2:25][CH3:26].[CH3:4][C:5](=[O:6])[CH2:7][C:8]([CH3:9])=[O:10].[Sn:1]([Cl:2])[Cl:3]>>[Sn:1]([Cl:2])([Cl:3])([C:5]([CH3:4])=[CH:7][C:8]([CH3:9])=[O:10])[Cl:21]. Reactants: BrC1=C(C(=O)OC(C)C)C=C(C(=C1)Br)NC(=O)N (isopropyl 2,4-dibromo-5-ureidobenzoate), CCOC(=O)C1CCCC1=O (ethyl cyclopentanone-2-carboxylate). Solvent: C1(=CC=CC=C1)C (toluene). Product: BrC1=C(C(=O)OC(C)C)C=C(C(=C1)Br)NC(=O)NC1=C(CCC1)C(=O)OCC (isopropyl 2,4-dibromo-5-{3-[2-(ethoxycarbonyl)-1-cyclopenten-1-yl]ureido}-benzoate). As a reaction SMILES: [Br:1][C:2]1[CH:13]=[C:12]([Br:14])[C:11]([NH:15][C:16]([NH2:18])=[O:17])=[CH:10][C:3]=1[C:4]([O:6][CH:7]([CH3:9])[CH3:8])=[O:5].[CH3:19][CH2:20][O:21][C:22]([CH:24]1[C:28](=O)[CH2:27][CH2:26][CH2:25]1)=[O:23]>C1(C)C=CC=CC=1>[Br:1][C:2]1[CH:13]=[C:12]([Br:14])[C:11]([NH:15][C:16]([NH:18][C:25]2[CH2:26][CH2:27][CH2:28][C:24]=2[C:22]([O:21][CH2:20][CH3:19])=[O:23])=[O:17])=[CH:10][C:3]=1[C:4]([O:6][CH:7]([CH3:9])[CH3:8])=[O:5]. Procedure details: using isopropyl 2,4-dibromo-5-ureidobenzoate and ethyl cyclopentanone-2-carboxylate in toluene there is obtained isopropyl 2,4-dibromo-5-{3-[2-(ethoxycarbonyl)-1-cyclopenten-1-yl]ureido}-benzoate, m.p. 157°-158° C., The reactants are IC=1C=C2CN(CC2=CC1)C(C1=CC=CC=C1)(C1=CC=CC=C1)C1=CC=CC=C1 (5-Iodo-2-tritylisoindoline), C(F)(F)(F)C(=O)O.C(Cl)Cl (CF3CO2H CH2Cl2). Run in CCO (EtOH). Reaction conditions: time 15 minute. Yields the product FC(C(=O)O)(F)F.IC=1C=C2CNCC2=CC1 (5-Iodoisoindoline trifluoroacetate). Yield: 79.0%. Reaction SMILES: [I:1][C:2]1[CH:3]=[C:4]2[C:8](=[CH:9][CH:10]=1)[CH2:7][N:6](C(C1C=CC=CC=1)(C1C=CC=CC=1)C1C=CC=CC=1)[CH2:5]2.[C:30]([C:34]([OH:36])=[O:35])([F:33])([F:32])[F:31].C(Cl)Cl>CCO>[F:31][C:30]([F:33])([F:32])[C:34]([OH:36])=[O:35].[I:1][C:2]1[CH:3]=[C:4]2[C:8](=[CH:9][CH:10]=1)[CH2:7][NH:6][CH2:5]2 |f:1.2,4.5|. Procedure: A product of Example 2, Step C (1.32 g; 2.71 mmol) in 60% CF3CO2H/CH2Cl2 (10 ml) was stirred for 10 min at room temperature under N2, then diluted to 30 ml with EtOH and stirred for additional 15 min. This was evaporated to dryness under reduced pressure and the residue was dissolved in EtOAc (10 ml) and hexane (20 ml) was added. After standing overnight at room temperature, the precipitate formed was filtered off, washed with hexane and dried to give the title compound (0.77 g; 79%), as off whi... Starting materials: Cl.C1(CC1)COC1=C(C=CC(=C1)OC)C=1C2=C(N=CN1)C(=C(N2)C)C(=O)N[C@@H]2CNC[C@H]2O (4-[2-(cyclopropylmethoxy)-4-methoxyphenyl]-N-[(3R*,4R*)-4-hydroxypyrrolidin-3-yl]-6-methyl-5H-pyrrolo[3,2-d]pyrimidine-7-carboxamide hydrochloride), C(CC)(=O)Cl (propionyl chloride). Procedure details: Starting from 4-[2-(cyclopropylmethoxy)-4-methoxyphenyl]-N-[(3R*,4R*)-4-hydroxypyrrolidin-3-yl]-6-methyl-5H-pyrrolo[3,2-d]pyrimidine-7-carboxamide hydrochloride (example D.f22) and commercially propionyl chloride the title compound is obtained as colorless solid. As a reaction SMILES: Cl.[CH:2]1([CH2:5][O:6][C:7]2[CH:12]=[C:11]([O:13][CH3:14])[CH:10]=[CH:9][C:8]=2[C:15]2[C:16]3[NH:23][C:22]([CH3:24])=[C:21]([C:25]([NH:27][C@H:28]4[C@H:32]([OH:33])[CH2:31][NH:30][CH2:29]4)=[O:26])[C:17]=3[N:18]=[CH:19][N:20]=2)[CH2:4][CH2:3]1.[C:34](Cl)(=[O:37])[CH2:35][CH3:36]>>[CH:2]1([CH2:5][O:6][C:7]2[CH:12]=[C:11]([O:13][CH3:14])[CH:10]=[CH:9][C:8]=2[C:15]2[C:16]3[NH:23][C:22]([CH3:24])=[C:21]([C:25]([NH:27][C@H:28]4[C@H:32]([OH:33])[CH2:31][N:30]([C:34](=[O:37])[CH2:35][CH3:36])[CH2:29]4)=[O:26])[C:17]=3[N:18]=[CH:19][N:20]=2)[CH2:4][CH2:3]1 |f:0.1|. Product: C1(CC1)COC1=C(C=CC(=C1)OC)C=1C2=C(N=CN1)C(=C(N2)C)C(=O)N[C@@H]2CN(C[C@H]2O)C(CC)=O (4-[2-(Cyclopropylmethoxy)-4-methoxyphenyl]-N-[(3R*,4R*)-4-hydroxy-1-propionylpyrrolidin-3-yl]-6-methyl-5H-pyrrolo[3,2-d]pyrimidine-7-carboxamide). Reactants: C(C1=CC=CC=C1)(=O)C1=C(C=CC=C1)NS(=O)(=O)C1=CC=C(C(=O)O)C=C1 (4-(2-benzoyl-phenylsulfamoyl)-benzoic acid), Cl.C(C)OC(CN)=O (glycine ethyl ester hydrochloride). Yields the product C(C)OC(CNC(C1=CC=C(C=C1)S(NC1=C(C=CC=C1)C(C1=CC=CC=C1)=O)(=O)=O)=O)=O ([4-(2-Benzoyl-phenylsulfamoyl)-benzoylamino]-acetic acid ethyl ester). As a reaction SMILES: [C:1]([C:9]1[CH:14]=[CH:13][CH:12]=[CH:11][C:10]=1[NH:15][S:16]([C:19]1[CH:27]=[CH:26][C:22]([C:23](O)=[O:24])=[CH:21][CH:20]=1)(=[O:18])=[O:17])(=[O:8])[C:2]1[CH:7]=[CH:6][CH:5]=[CH:4][CH:3]=1.Cl.[CH2:29]([O:31][C:32](=[O:35])[CH2:33][NH2:34])[CH3:30]>>[CH2:29]([O:31][C:32](=[O:35])[CH2:33][NH:34][C:23](=[O:24])[C:22]1[CH:21]=[CH:20][C:19]([S:16](=[O:17])(=[O:18])[NH:15][C:10]2[CH:11]=[CH:12][CH:13]=[CH:14][C:9]=2[C:1](=[O:8])[C:2]2[CH:7]=[CH:6][CH:5]=[CH:4][CH:3]=2)=[CH:27][CH:26]=1)[CH3:30] |f:1.2|. Procedure details: The title compound was prepared from 4-(2-benzoyl-phenylsulfamoyl)-benzoic acid and glycine ethyl ester hydrochloride (Aldrich) according to the method described in Example 1.1/d. MS (EI) 867.2 (MH+). Reactants: CC(C)(C)OC(=O)N1CCC(c2ccc(COS(C)(=O)=O)nc2)CC1, CS(C)=O, [Cl-], [K+], [NH4+], NS(=O)(=O)c1ccc([O-])cc1. Yields the product CC(C)(C)OC(=O)N1CCC(c2ccc(COc3ccc(S(N)(=O)=O)cc3)nc2)CC1. As a reaction SMILES: [CH3:1][S:2](=[O:3])(=[O:4])[O:5][CH2:6][c:7]1[n:8][cH:9][c:10]([CH:13]2[CH2:14][CH2:15][N:16]([C:19](=[O:20])[O:21][C:22]([CH3:23])([CH3:24])[CH3:25])[CH2:17][CH2:18]2)[cH:11][cH:12]1.[CH3:40][S:41](=[O:42])[CH3:43].[Cl-:38].[K+:37].[NH4+:39].[S:26]([NH2:27])(=[O:28])(=[O:29])[c:30]1[cH:31][cH:32][c:33]([O-:36])[cH:34][cH:35]1>>[O:5]([CH2:6][c:7]1[n:8][cH:9][c:10]([CH:13]2[CH2:14][CH2:15][N:16]([C:19](=[O:20])[O:21][C:22]([CH3:23])([CH3:24])[CH3:25])[CH2:17][CH2:18]2)[cH:11][cH:12]1)[c:33]1[cH:32][cH:31][c:30]([S:26]([NH2:27])(=[O:28])=[O:29])[cH:35][cH:34]1.